From a dataset of the Open Reaction Database (ORD), a public repository of structured organic reaction records. describe an organic reaction: reactants, conditions, products, and yield The reactants are C(C)OC(C=CC1=CC=CC2=CC(=CC=C12)S(=O)(=O)C1=CC(=CC=C1)F)=O (3-[6-(3-Fluoro-benzenesulfonyl)-naphthalen-1-yl]-acrylic acid ethyl ester). The reagents and catalysts are [Pd] (Palladium on activated carbon). Run in CO (methanol), C(C)(=O)O (acetic acid), CCOC(=O)C (EtOAc). Run at time 18 hour. Product: C(C)OC(CCC1=CC=CC2=CC(=CC=C12)S(=O)(=O)C1=CC(=CC=C1)F)=O (3-[6-(3-fluoro-benzenesulfonyl)-naphthalen-1-yl]-propionic acid ethyl ester). The yield is 99.5%. Reaction SMILES: [CH2:1]([O:3][C:4](=[O:27])[CH:5]=[CH:6][C:7]1[C:16]2[C:11](=[CH:12][C:13]([S:17]([C:20]3[CH:25]=[CH:24][CH:23]=[C:22]([F:26])[CH:21]=3)(=[O:19])=[O:18])=[CH:14][CH:15]=2)[CH:10]=[CH:9][CH:8]=1)[CH3:2]>CO.C(O)(=O)C.CCOC(C)=O.[Pd]>[CH2:1]([O:3][C:4](=[O:27])[CH2:5][CH2:6][C:7]1[C:16]2[C:11](=[CH:12][C:13]([S:17]([C:20]3[CH:25]=[CH:24][CH:23]=[C:22]([F:26])[CH:21]=3)(=[O:18])=[O:19])=[CH:14][CH:15]=2)[CH:10]=[CH:9][CH:8]=1)[CH3:2]. Procedure details: 3-[6-(3-Fluoro-benzenesulfonyl)-naphthalen-1-yl]-acrylic acid ethyl ester (2.0 g) was dissolved in a mixture of methanol (20 mL), acetic acid (20 mL) and EtOAc (50 mL) in a Parr vessel. Palladium on activated carbon (1.0 g, 10% Pd) was added, and the vessel was purged with nitrogen. The reaction mixture was stirred at room temperature under 60 atm (4.14 Bar) hydrogen for 18 hours. The vessel was purged with nitrogen, and the reaction mixture was removed and filtered through Celite. The filtrate ... Starting materials: [N+](=O)([O-])C1=C2C=CC=NC2=C(C=C1)C#N (5-Nitroquinoline-8-carbonitrile), O[C@@H]1CCN2C(N(C([C@@H]21)=O)C2=CC=C(C=1CCCCC21)C#N)=O ((7R,7aS)-4-(7-Hydroxy-1,3-dioxotetrahydropyrrolo[1,2-c]imidazol-2-yl)-5,6,7,8-tetrahydronaphthalene-1-carbonitrile), C1CCC2=C(C=CC=C12)NC(C)=O (N-Indan-4-yl-acetamide), N(=C=O)C1=CC=C(C=2CCCCC12)C#N (4-Isocyanato-5,6,7,8-tetrahydronaphthalene-1-carbonitrile). Product: O[C@@H]1CCN2C(N(C([C@@H]21)=O)C2=C1C=CC=NC1=C(C=C2)C#N)=O ((7R,7aS)-5-(7-Hydroxy-1,3-dioxotetrahydropyrrolo[1,2-c]imidazol-2-yl)-quinoline-8-carbonitrile). RXN SMILES: [N+:1]([C:4]1[CH:13]=[CH:12][C:11]([C:14]#[N:15])=[C:10]2[C:5]=1[CH:6]=[CH:7][CH:8]=[N:9]2)([O-])=O.C1C2C(=C(NC(=O)C)C=CC=2)CC1.N(C1C2CCCCC=2C(C#N)=CC=1)=C=O.[OH:44][C@H:45]1[C@@H:52]2[N:48]([C:49](=[O:66])N(C3C4CCCCC=4C(C#N)=CC=3)[C:51]2=[O:53])[CH2:47][CH2:46]1>>[OH:44][C@H:45]1[C@@H:52]2[N:48]([C:49](=[O:66])[N:1]([C:4]3[CH:13]=[CH:12][C:11]([C:14]#[N:15])=[C:10]4[C:5]=3[CH:6]=[CH:7][CH:8]=[N:9]4)[C:51]2=[O:53])[CH2:47][CH2:46]1. Reported procedure: The title compound was synthesized from compound 12C by procedures analogous to those described in Experiment 3A and Experiment 2 (2E to 2F). 99.8% at 2.05 min (retention time) (Conditions: YMC S5 ODS (4.6×50 mm); Eluted with 0% to 100% B; 4 min gradient; (A=90% H2O-10% MeOH-0.1% H3PO4 and B=10% H2O-90% MeOH-0.1% H3PO4); Flow rate at 4 mL/min. UV detection at 220 nm). LC/MS nm/z 309 [M+H]+. Starting materials: CN(C)C=O, CCOC(C)=O, O=C=Nc1cccc(Cl)c1Cl, Nc1ccc(Cl)c(S(N)(=O)=O)c1O. Yields the product NS(=O)(=O)c1c(Cl)ccc(NC(=O)Nc2cccc(Cl)c2Cl)c1O. As a reaction SMILES: [CH3:25][N:26]([CH3:27])[CH:28]=[O:29].[CH3:30][CH2:31][O:32][C:33](=[O:34])[CH3:35].[Cl:14][c:15]1[c:16]([N:22]=[C:23]=[O:24])[cH:17][cH:18][cH:19][c:20]1[Cl:21].[NH2:1][c:2]1[c:3]([OH:13])[c:4]([S:9](=[O:10])(=[O:11])[NH2:12])[c:5]([Cl:8])[cH:6][cH:7]1>>[NH:1]([c:2]1[c:3]([OH:13])[c:4]([S:9](=[O:10])(=[O:11])[NH2:12])[c:5]([Cl:8])[cH:6][cH:7]1)[C:23]([NH:22][c:16]1[c:15]([Cl:14])[c:20]([Cl:21])[cH:19][cH:18][cH:17]1)=[O:24]. Starting materials: CCOC(=O)C (EtOAc), ClCC1=CC=C(C=C1)OC (1-(Chloromethyl)-4-methoxybenzene), IC1=NNC2=NC=C(C(=C21)N2CCN(CC2)C(=O)OC(C)(C)C)C2=CC=CC=C2 (tert-butyl 4-(3-iodo-5-phenyl-1H-pyrazolo[3,4-b]pyridin-4-yl)piperazine-1-carboxylate), C(=O)([O-])[O-].[K+].[K+] (K2CO3). Solvent: O (water), CN(C)C=O (DMF). Reaction conditions: time 2 hour. Yields the product IC1=NN(C2=NC=C(C(=C21)N2CCN(CC2)C(=O)OC(C)(C)C)C2=CC=CC=C2)CC2=CC=C(C=C2)OC (tert-butyl 4-(3-iodo-1-(4-methoxybenzyl)-5-phenyl-1H-pyrazolo[3,4-b]pyridin-4-yl)piperazine-1-carboxylate). Yield: 69.1%. As a reaction SMILES: Cl[CH2:2][C:3]1[CH:8]=[CH:7][C:6]([O:9][CH3:10])=[CH:5][CH:4]=1.[I:11][C:12]1[C:20]2[C:15](=[N:16][CH:17]=[C:18]([C:34]3[CH:39]=[CH:38][CH:37]=[CH:36][CH:35]=3)[C:19]=2[N:21]2[CH2:26][CH2:25][N:24]([C:27]([O:29][C:30]([CH3:33])([CH3:32])[CH3:31])=[O:28])[CH2:23][CH2:22]2)[NH:14][N:13]=1.C([O-])([O-])=O.[K+].[K+].CCOC(C)=O>CN(C=O)C.O>[I:11][C:12]1[C:20]2[C:15](=[N:16][CH:17]=[C:18]([C:34]3[CH:35]=[CH:36][CH:37]=[CH:38][CH:39]=3)[C:19]=2[N:21]2[CH2:26][CH2:25][N:24]([C:27]([O:29][C:30]([CH3:33])([CH3:32])[CH3:31])=[O:28])[CH2:23][CH2:22]2)[N:14]([CH2:2][C:3]2[CH:8]=[CH:7][C:6]([O:9][CH3:10])=[CH:5][CH:4]=2)[N:13]=1 |f:2.3.4|. Procedure: 1-(Chloromethyl)-4-methoxybenzene (1 mL, 7.36 mmol) was slowly added to a stirring mixture of tert-butyl 4-(3-iodo-5-phenyl-1H-pyrazolo[3,4-b]pyridin-4-yl)piperazine-1-carboxylate (3.1 g, 6.134 mmol) and K2CO3 (1.27 g, 9.2 mmol) in DMF (30 mL) at room temperature. After 2 hours, EtOAc (200 mL) and water (100 mL) were added to the mixture, and the phases were separated with warming. The resulting organic suspension was washed with water (3×50 mL) with warming. Final organic phase was concentrated... Starting materials: CN1C(=NC=C1)C=O (N-methyl-imidazole-2-carboxaldehyde), C1(CC(CCC1)=O)=O (1,3-cyclohexandione), C(C)OC(\C=C(\C)/N)=O (ethyl-3-aminocrotonate). The solvent is C(C)O (ethanol). Yields the product C(C)OC(=O)C1=C(NC=2CCCC(C2C1C=1N(C=CN1)C)=O)C (1,4,5,6,7,8-Hexahydro-2-methyl-4-(1-methyl-1H-imidazol-2-yl)-5-oxo-3-quinolinecarboxylic acid ethyl ester). Isolated yield 36.6%. Reaction SMILES: [CH3:1][N:2]1[CH:6]=[CH:5][N:4]=[C:3]1[CH:7]=O.[C:9]1(=[O:16])[CH2:14][CH2:13][CH2:12][C:11](=O)[CH2:10]1.[CH2:17]([O:19][C:20](=[O:25])/[CH:21]=[C:22](\[NH2:24])/[CH3:23])[CH3:18]>C(O)C>[CH2:17]([O:19][C:20]([C:21]1[CH:7]([C:3]2[N:2]([CH3:1])[CH:6]=[CH:5][N:4]=2)[C:10]2[C:9](=[O:16])[CH2:14][CH2:13][CH2:12][C:11]=2[NH:24][C:22]=1[CH3:23])=[O:25])[CH3:18]. Reported procedure: A mixture of N-methyl-imidazole-2-carboxaldehyde (4.9 g, 0.045 mole), 1,3-cyclohexandione (5.8 g, 0.045 mole), and ethyl-3-aminocrotonate (5.04 g, 0.045 mole), in 50 mL of absolute ethanol was refluxed for 24 hours. The reaction mixture was cooled and the separated solid was filtered and recrystallized from a hexane-ethylacetate (1:1) mixture to afford 5.2 g (37% yield) of the title compound, m.p. 271°-272° C.; MS, m/e 315 (M+); NMR (CDCl3) δ 1.0 (t, 3 H, CCH 3), 1.5-2.4 (m, 6 H, cyclohexanone),...